Dataset: the Open Reaction Database (ORD), a public repository of structured organic reaction records. Task: describe an organic reaction: reactants, conditions, products, and yield Reactants: C1(=CC=CC=C1)P(C1=CC=CC=C1)C1=CC=CC=C1 (Triphenylphosphine), N1=C(C=CC=C1)CCCOCC#CCCCO (6-[3-(2-pyridinyl)propoxy]-4-hexyn-1-ol), C(Br)(Br)(Br)Br (carbon tetrabromide). Solvent: ClCCl (dichloromethane), ClCCl (dichloromethane). Conditions: time 1 hour. The product is BrCCCC#CCOCCCC1=NC=CC=C1 (2-[3-[(6-Bromo-2-hexynyl)oxy] propyl]pyridine). Isolated yield 67.6%. RXN SMILES: C1(P(C2C=CC=CC=2)C2C=CC=CC=2)C=CC=CC=1.[N:20]1[CH:25]=[CH:24][CH:23]=[CH:22][C:21]=1[CH2:26][CH2:27][CH2:28][O:29][CH2:30][C:31]#[C:32][CH2:33][CH2:34][CH2:35]O.C(Br)(Br)(Br)[Br:38]>ClCCl>[Br:38][CH2:35][CH2:34][CH2:33][C:32]#[C:31][CH2:30][O:29][CH2:28][CH2:27][CH2:26][C:21]1[CH:22]=[CH:23][CH:24]=[CH:25][N:20]=1. Procedure: Triphenylphosphine (2.89 g) in dichloromethane (20 ml) was added dropwise to a solution of 6-[3-(2-pyridinyl)propoxy]-4-hexyn-1-ol (2.33 g) and carbon tetrabromide (3.65 g) in dichloromethane (30 ml) cooled in an ice-bath. The reaction mixture was stirred at room temperature for 1 h, the solvent was evaporated and the residue was purified by FCC eluting with hexane-ether (1:1) to give the title compound as an orange oil (2.0 g), t.l.c. (hexane-ether 1:1) Rf 0.2.